Dataset: the Open Reaction Database (ORD), a public repository of structured organic reaction records. Task: describe an organic reaction: reactants, conditions, products, and yield The reactants are CC(C)(C)N (2-methylpropan-2-amine), ClCC=1OC(=NN1)C (2-(chloromethyl)-5-methyl-1,3,4-oxadiazole). Solvent: CN(C)C=O (DMF). Conditions: time 16 hour. Product: CC(C)(C)NCC=1OC(=NN1)C (2-Methyl-N-((5-methyl-1,3,4-oxadiazol-2-yl)methyl)propan-2-amine). Yield: 70.5%. As a reaction SMILES: [CH3:1][C:2]([NH2:5])([CH3:4])[CH3:3].Cl[CH2:7][C:8]1[O:9][C:10]([CH3:13])=[N:11][N:12]=1>CN(C=O)C>[CH3:1][C:2]([NH:5][CH2:7][C:8]1[O:9][C:10]([CH3:13])=[N:11][N:12]=1)([CH3:4])[CH3:3]. Procedure details: A suspension of 2-methylpropan-2-amine (75-64-9, 141 mg, 202 μL, 1.92 mmol) and 2-(chloromethyl)-5-methyl-1,3,4-oxadiazole (3914-42-9, 50 mg, 377 μmol) in DMF (200 μL) was stirred at ambient temperature for 16 h. The mixture was poured onto ice-water (20 mL) and extracted with CH2Cl2 (2×30 mL). The combined extracts were washed with ice-water (20 mL), dried over Na2SO4 and concentrated in vacuo to give a yellow oil. The crude product was purified by preparative TLC (silica gel 1 mm, EtOAc/diethy... Starting materials: N,N-bis(2-chloroethyl)arylsulfonamide, ClCCNCCCl (bis(2-chloroethyl)amine), S(=O)(=O)(Cl)Cl (sulfonyl chloride). Solvent: N1=CC=CC=C1 (pyridine). The product is ClCCN(S(=O)=O)CCCl (N,N-bis(2-chloroethyl)sulfonamide). Reaction SMILES: [Cl:1][CH2:2][CH2:3][NH:4][CH2:5][CH2:6][Cl:7].[S:8](Cl)(Cl)(=[O:10])=[O:9]>N1C=CC=CC=1>[Cl:1][CH2:2][CH2:3][N:4]([CH2:5][CH2:6][Cl:7])[SH:8](=[O:10])=[O:9]. Procedure details: N,N-bis(2-chloroethyl)arylsulfonamide can be prepared from bis(2-chloroethyl)amine (10 mmol) and the corresponding sulfonyl chloride (10 mmole) in 50 ml dry pyridine at ambient temperature for 2 hours. Pyridine can be removed and the mixture can be extracted with EtOAc and water. The organic layer can be acidified with 0.1 N HCl, washed with water and dried. The desired N,N-bis(2-chloroethyl)sulfonamide is obtained in the form of an oil.